Dataset: the Open Reaction Database (ORD), a public repository of structured organic reaction records. Task: describe an organic reaction: reactants, conditions, products, and yield Reactants: C(C)(C)(C)OC(=O)N(C(CC=1C=C2CCN(C2=C(C1)C(=O)N)CCO[Si](C)(C)C(C)(C)C)C)CCOC1=C(C=CC=C1)OCC (5-[2-[N-tert-butoxycarbonyl-2-(2-ethoxyphenoxy)ethylamino]propyl]-1-[2-(tert-butyldimethylsiloxy)ethyl]indoline-7-carboxamide), solution, [F-].C(CCC)[N+](CCCC)(CCCC)CCCC (tetrabutylammonium fluoride). Run in O1CCCC1 (tetrahydrofuran), O1CCCC1 (tetrahydrofuran). Run at time 1 hour. The product is C(C)(C)(C)OC(=O)N(C(CC=1C=C2CCN(C2=C(C1)C(=O)N)CCO)C)CCOC1=C(C=CC=C1)OCC (5-[2-[N-tert-butoxycarbonyl-2-(2-ethoxyphenoxy)ethylamino]propyl]-1-(2-hydroxyethyl)indoline-7-carboxamide). Isolated yield 81.6%. Reaction SMILES: [C:1]([O:5][C:6]([N:8]([CH2:34][CH2:35][O:36][C:37]1[CH:42]=[CH:41][CH:40]=[CH:39][C:38]=1[O:43][CH2:44][CH3:45])[CH:9]([CH3:33])[CH2:10][C:11]1[CH:12]=[C:13]2[C:17](=[C:18]([C:20]([NH2:22])=[O:21])[CH:19]=1)[N:16]([CH2:23][CH2:24][O:25][Si](C(C)(C)C)(C)C)[CH2:15][CH2:14]2)=[O:7])([CH3:4])([CH3:3])[CH3:2].[F-].C([N+](CCCC)(CCCC)CCCC)CCC>O1CCCC1>[C:1]([O:5][C:6]([N:8]([CH2:34][CH2:35][O:36][C:37]1[CH:42]=[CH:41][CH:40]=[CH:39][C:38]=1[O:43][CH2:44][CH3:45])[CH:9]([CH3:33])[CH2:10][C:11]1[CH:12]=[C:13]2[C:17](=[C:18]([C:20]([NH2:22])=[O:21])[CH:19]=1)[N:16]([CH2:23][CH2:24][OH:25])[CH2:15][CH2:14]2)=[O:7])([CH3:4])([CH3:2])[CH3:3] |f:1.2|. Procedure details: To a solution of 5-[2-[N-tert-butoxycarbonyl-2-(2-ethoxyphenoxy)ethylamino]propyl]-1-[2-(tert-butyldimethylsiloxy)ethyl]indoline-7-carboxamide (170 mg) in tetrahydrofuran (2 ml) was added a 1M solution of tetrabutylammonium fluoride in tetrahydrofuran (270 μl), and the mixture was stirred at room temperature for 1 hour. The reaction mixture was concentrated under reduced pressure. To the residue was added water, and the mixture was extracted with ethyl acetate. The extract was washed with water,... The reactants are C(C)(=O)Cl (acetyl chloride), [Cl-].[Al+3].[Cl-].[Cl-] (aluminium chloride), CN(C=O)C (dimethylformamide), S1(C=NC2=C1C=CC=C2)=O (benzothiazolinone). Product: C(C)(=O)C1=CC2=C(N=CS2=O)C=C1 (6-Acetylbenzothiazolinone). As a reaction SMILES: [Cl-].[Al+3].[Cl-].[Cl-].CN(C)C=O.[S:10]1(=[O:19])[C:14]2[CH:15]=[CH:16][CH:17]=[CH:18][C:13]=2[N:12]=[CH:11]1.[C:20](Cl)(=[O:22])[CH3:21]>>[C:20]([C:16]1[CH:17]=[CH:18][C:13]2[N:12]=[CH:11][S:10](=[O:19])[C:14]=2[CH:15]=1)(=[O:22])[CH3:21] |f:0.1.2.3|. Reported procedure: To a solution containing 0.5 mol of anhydrous aluminium chloride in 0.20 mol of dimethylformamide is added 0.05 mol of benzothiazolinone, then, slowly and with agitation, 0.06 mol of acetyl chloride.